From a dataset of the Open Reaction Database (ORD), a public repository of structured organic reaction records. describe an organic reaction: reactants, conditions, products, and yield The reactants are ClC1=C2C(=NC=C1)N(C(=C2)C2=CCN(CC2)C(=O)OC(C)(C)C)S(=O)(=O)C2=CC=C(C)C=C2 (tert-butyl 4-(4-chloro-1-tosyl-1H-pyrrolo[2,3-b]pyridin-2-yl)-5,6-dihydropyridine-1(2H)-carboxylate), [OH-].[Na+] (sodium hydroxide). Run in O1CCOCC1 (dioxane). The product is ClC1=C2C(=NC=C1)NC(=C2)C2=CCN(CC2)C(=O)OC(C)(C)C (tert-butyl 4-(4-chloro-1H-pyrrolo[2,3-b]pyridin-2-yl)-5,6-dihydropyridine-1(2H)-carboxylate). RXN SMILES: [Cl:1][C:2]1[CH:7]=[CH:6][N:5]=[C:4]2[N:8](S(C3C=CC(C)=CC=3)(=O)=O)[C:9]([C:11]3[CH2:16][CH2:15][N:14]([C:17]([O:19][C:20]([CH3:23])([CH3:22])[CH3:21])=[O:18])[CH2:13][CH:12]=3)=[CH:10][C:3]=12.[OH-].[Na+]>O1CCOCC1>[Cl:1][C:2]1[CH:7]=[CH:6][N:5]=[C:4]2[NH:8][C:9]([C:11]3[CH2:16][CH2:15][N:14]([C:17]([O:19][C:20]([CH3:23])([CH3:22])[CH3:21])=[O:18])[CH2:13][CH:12]=3)=[CH:10][C:3]=12 |f:1.2|. Procedure: A mixture of Example 14A (6.500 g, 13.32 mmol) and 20% sodium hydroxide (6 mL) in dioxane (80 mL) was heated at 90° C. for 7 hours. The mixture was concentrated and the residue was treated with ethyl acetate and washed with water. The organic layer was dried over magnesium sulfate, filtered, and concentrated. The precipitate was filtered, washed with ethyl acetate/ether and dried under vacuum to give of the title compound. The filtrate was concentrated and purified by flash chromatography on sil... The reactants are CC=1SC2=C(N1)C=CC(=C2)C=2OC1=C(N2)C=CC=C1 (2-methyl-6-(benzoxazol-2-yl)-benzothiazole), S(=O)(=O)(OC)C1=CC=C(C)C=C1 (methyl tosylate). RXN SMILES: [CH3:1][C:2]1[S:3][C:4]2[CH:10]=[C:9]([C:11]3[O:12][C:13]4[CH:19]=[CH:18][CH:17]=[CH:16][C:14]=4[N:15]=3)[CH:8]=[CH:7][C:5]=2[N:6]=1.[S:20]([C:25]1[CH:31]=[CH:30][C:28]([CH3:29])=[CH:27][CH:26]=1)([O:23][CH3:24])(=[O:22])=[O:21]>>[S:20]([C:25]1[CH:31]=[CH:30][C:28]([CH3:29])=[CH:27][CH:26]=1)([O-:23])(=[O:22])=[O:21].[CH3:1][C:2]1[S:3][C:4]2[CH:10]=[C:9]([C:11]3[O:12][C:13]4[CH:19]=[CH:18][CH:17]=[CH:16][C:14]=4[N:15]=3)[CH:8]=[CH:7][C:5]=2[N+:6]=1[CH3:24] |f:2.3|. Reported procedure: 2-methyl-6-(benzoxazol-2-yl)-benzothiazole (50 mg, 0.22 mmol) was stirred for 3 h at 90° C. in m excess of melted methyl tosylate (900 mg, 4.78 mmol). After being allowed to cool to room temperature, the product was precipitated by addition of acetone and collected by filtration. The precipitate was washed with acetone and allowed to dry over night. This gave the product as light brown crystals. Yield: 56 mg, 56%. 1H NMR (DMSO): δ 2.27 (s, 3H, CH3), 3.21 (s, 3H, —CH3), 4.24 (s, 3H, —CH3), 7.09 (... Yields the product S(=O)(=O)([O-])C1=CC=C(C)C=C1.CC=1SC2=C([N+]1C)C=CC(=C2)C=2OC1=C(N2)C=CC=C1 (2-Methyl-3-methyl-6-(benzoxazol-2-yl)-benzothiazolium tosylate). Reactants: FC(C(=O)O)(F)F (Trifluoroacetic acid), C(C)(C)(C)OC(=O)N[C@H](C(=O)OC)CC1=CC=C(C=C1)OC(NC(C)C)=O ((S)-methyl 2-(tert-butoxycarbonylamino)-3-(4-(isopropylcarbamoyloxy)phenyl)propanoate). Solvent: C(Cl)Cl (methylene chloride). Run at time 1 hour. Product: N[C@H](C(=O)OC)CC1=CC=C(C=C1)OC(=O)NC(C)C (methyl (2S)-2-amino-3-(4-{[(isopropylamino)carbonyl]oxy}phenyl)propanoate). The yield is 100.0%. Reaction SMILES: FC(F)(F)C(O)=O.C(OC([NH:15][C@@H:16]([CH2:21][C:22]1[CH:27]=[CH:26][C:25]([O:28][C:29](=[O:34])[NH:30][CH:31]([CH3:33])[CH3:32])=[CH:24][CH:23]=1)[C:17]([O:19][CH3:20])=[O:18])=O)(C)(C)C>C(Cl)Cl>[NH2:15][C@@H:16]([CH2:21][C:22]1[CH:27]=[CH:26][C:25]([O:28][C:29]([NH:30][CH:31]([CH3:33])[CH3:32])=[O:34])=[CH:24][CH:23]=1)[C:17]([O:19][CH3:20])=[O:18]. Reported procedure: Trifluoroacetic acid (0.5 mL, 6 mmol) was added to (S)-methyl 2-(tert-butoxycarbonylamino)-3-(4-(isopropylcarbamoyloxy)phenyl)propanoate in methylene chloride (2 mL). The reaction was stirred for 1 h, and was concentrated under reduced pressure to give crude product, methyl (2S)-2-amino-3-(4-{[(isopropylamino)carbonyl]oxy}phenyl)propanoate (50 mg, 100%). Analytical LCMS (M+H)+: m/z=281.0. Starting materials: B, CSC, Cc1ccccc1, CC(c1ccccc1)N1CC(CO[Si](C)(C)C(C)(C)C)C(C(=O)NC2CC2)C1, [Na+], [Na+], O=C([O-])[O-]. Yields the product CC(c1ccccc1)N1CC(CNC2CC2)C(CO[Si](C)(C)C(C)(C)C)C1. As a reaction SMILES: [BH3:32].[CH3:29][S:30][CH3:31].[CH3:39][c:40]1[cH:41][cH:42][cH:43][cH:44][cH:45]1.[CH:1]1([NH:4][C:5](=[O:6])[CH:7]2[CH2:8][N:9]([CH:21]([CH3:22])[c:23]3[cH:24][cH:25][cH:26][cH:27][cH:28]3)[CH2:10][CH:11]2[CH2:12][O:13][Si:14]([CH3:15])([CH3:16])[C:17]([CH3:18])([CH3:19])[CH3:20])[CH2:2][CH2:3]1.[Na+:33].[Na+:34].[O-:35][C:36](=[O:37])[O-:38]>>[CH:1]1([NH:4][CH2:5][CH:7]2[CH2:8][N:9]([CH:21]([CH3:22])[c:23]3[cH:24][cH:25][cH:26][cH:27][cH:28]3)[CH2:10][CH:11]2[CH2:12][O:13][Si:14]([CH3:15])([CH3:16])[C:17]([CH3:18])([CH3:19])[CH3:20])[CH2:2][CH2:3]1. The reactants are O (Water), C(C)(C)(C)C1=NC(=CC(=N1)N1CCN(CC1)CCCCl)C(C)(C)C (2-tert-Butyl-4-[4-(3-chloro-propyl)-piperazin-1-yl]-6-tert-butyl-pyrimidine), CN1C(=NN=C1)S (4-Methyl-4H-[1,2,4]triazole-3-thiol), [I-].[K+] (potassium iodide). Run in C(C)(=O)OCC (ethyl acetate), CN(C=O)C (dimethylformamide). Yields the product Cl.C(C)(C)(C)C1=NC(=CC(=N1)N1CCN(CC1)CCCSC1=NN=CN1C)C(C)(C)C (2-tert-Butyl-4-{4-[3-(4-methyl-4H-[1,2,4]triazol-3-ylsulfanyl)-propyl]-piperazin-1-yl}-6-tert-butyl-pyrimidine hydrochloride). Isolated yield 83.0%. RXN SMILES: [C:1]([C:5]1[N:10]=[C:9]([N:11]2[CH2:16][CH2:15][N:14]([CH2:17][CH2:18][CH2:19][Cl:20])[CH2:13][CH2:12]2)[CH:8]=[C:7]([C:21]([CH3:24])([CH3:23])[CH3:22])[N:6]=1)([CH3:4])([CH3:3])[CH3:2].[CH3:25][N:26]1[CH:30]=[N:29][N:28]=[C:27]1[SH:31].[I-].[K+].O>CN(C)C=O.C(OCC)(=O)C>[ClH:20].[C:1]([C:5]1[N:10]=[C:9]([N:11]2[CH2:16][CH2:15][N:14]([CH2:17][CH2:18][CH2:19][S:31][C:27]3[N:26]([CH3:25])[CH:30]=[N:29][N:28]=3)[CH2:13][CH2:12]2)[CH:8]=[C:7]([C:21]([CH3:24])([CH3:23])[CH3:22])[N:6]=1)([CH3:4])([CH3:3])[CH3:2] |f:2.3,7.8|. Procedure: 1 g of 2-tert-Butyl-4-[4-(3-chloro-propyl)-piperazin-1-yl]-6-tert-butyl-pyrimidine (2.83 mmol), 0.35 g of 4-Methyl-4H-[1,2,4]triazole-3-thiol (3.04 mmol), 0.2 g of lithium-hydroxide (8.35 mmol) and a spatula tip of potassium iodide werde stirred for 72 h in 20 ml of dimethylformamide. Water and ethyl acetate were added and the organic layer was separated, dried over magnesium sulfate, filtered and the solvent was evaporated. The resdue was subjected to a column chromatography on silica gel using...